From a dataset of the Open Reaction Database (ORD), a public repository of structured organic reaction records. describe an organic reaction: reactants, conditions, products, and yield RXN SMILES: [Br:25][CH2:26][CH2:27][CH2:28][NH:29][C:30](=[O:31])[c:32]1[n:33][cH:34][cH:35][cH:36][cH:37]1.[CH3:38][C:39]#[N:40].[N:1]12[CH2:2][CH:3]([O:9][C:10](=[O:11])[C:12]3([c:19]4[cH:20][cH:21][cH:22][cH:23][cH:24]4)[CH2:13][CH2:14][CH2:15][CH2:16][CH2:17][CH2:18]3)[CH:4]([CH2:5][CH2:6]1)[CH2:7][CH2:8]2>>[Br-:25].[N+:1]12([CH2:26][CH2:27][CH2:28][NH:29][C:30](=[O:31])[c:32]3[n:33][cH:34][cH:35][cH:36][cH:37]3)[CH2:2][CH:3]([O:9][C:10](=[O:11])[C:12]3([c:19]4[cH:20][cH:21][cH:22][cH:23][cH:24]4)[CH2:13][CH2:14][CH2:15][CH2:16][CH2:17][CH2:18]3)[CH:4]([CH2:5][CH2:6]1)[CH2:7][CH2:8]2. Reactants: O=C(NCCCBr)c1ccccn1, CC#N, O=C(OC1CN2CCC1CC2)C1(c2ccccc2)CCCCCC1. The product is [Br-], O=C(NCCC[N+]12CCC(CC1)C(OC(=O)C1(c3ccccc3)CCCCCC1)C2)c1ccccn1. Starting materials: FC(C1=NN=C2N1C=CN=C2)(F)F (3-(trifluoromethyl)[1,2,4]triazolo[4,3-a]pyrazine), FC(C1=NN=C2N1C=CN=C2)(F)F (3-(trifluoromethyl)[1,2,4]triazolo[4,3-a]pyrazine), OO (hydrogen peroxide). The solvent is C(C)(=O)O (acetic acid). Run at temperature 95 celsius, time 8 hour. Product: FC(C1=NN=C2N1C=C[N+](=C2)[O-])(F)F (3-(Trifluoromethyl)[1,2,4]triazolo[4,3-a]pyrazine 7-oxide). Reaction SMILES: [F:1][C:2]([F:13])([F:12])[C:3]1[N:7]2[CH:8]=[CH:9][N:10]=[CH:11][C:6]2=[N:5][N:4]=1.[OH:14]O>C(O)(=O)C>[F:13][C:2]([F:12])([F:1])[C:3]1[N:7]2[CH:8]=[CH:9][N+:10]([O-:14])=[CH:11][C:6]2=[N:5][N:4]=1. Reported procedure: A mixture of 250 mg (1.33 mmol) of 3-(trifluoromethyl)[1,2,4]triazolo[4,3-a]pyrazine (Intermediate 6, Step A), 0.479 mL (4.66 mmol) of 30% hydrogen peroxide aqueous solution, and 2 mL of glacial acetic acid was stirred at 95° C. After 8 h, the solution was cooled and concentrated. The residue was partitioned between dichloromethane and saturated sodium bicarbonate aqueous solution. Thin-layer chromatography on silica gel (90:10:1 dichloromethane:methanol:concentrated ammonium hydroxide solution)... Starting materials: F[B-](F)(F)F, C[O+](C)C, COc1ncccn1, ClCCl. Product: F[B-](F)(F)F, COc1nccc[n+]1C. As a reaction SMILES: [B-:9]([F:10])([F:11])([F:12])[F:13].[CH3:14][O+:15]([CH3:16])[CH3:17].[CH3:1][O:2][c:3]1[n:4][cH:5][cH:6][cH:7][n:8]1.[Cl:18][CH2:19][Cl:20]>>[B-:9]([F:10])([F:11])([F:12])[F:13].[CH3:1][O:2][c:3]1[n+:4]([CH3:14])[cH:5][cH:6][cH:7][n:8]1. The reactants are C1(=CC=C(C=C1)C1(NNC(C1)=O)C)C1=CC=CC=C1 (3-(4-biphenylyl)-3-methyl-pyrazolidin-5-one), BrBr (bromine). Run in C(C)(=O)O (acetic acid). Product: BrC1=CC=C(C=C1)C1=CC=C(C=C1)C1(NNC(C1)=O)C (3-(4'-bromo-4-biphenylyl)-3-methyl-pyrazolidin-5-one). Reaction SMILES: [C:1]1([C:14]2[CH:19]=[CH:18][CH:17]=[CH:16][CH:15]=2)[CH:6]=[CH:5][C:4]([C:7]2([CH3:13])[CH2:11][C:10](=[O:12])[NH:9][NH:8]2)=[CH:3][CH:2]=1.[Br:20]Br>C(O)(=O)C>[Br:20][C:17]1[CH:16]=[CH:15][C:14]([C:1]2[CH:6]=[CH:5][C:4]([C:7]3([CH3:13])[CH2:11][C:10](=[O:12])[NH:9][NH:8]3)=[CH:3][CH:2]=2)=[CH:19][CH:18]=1. Procedure details: Analogously to b), 3-(4-biphenylyl)-3-methyl-pyrazolidin-5-one and the calculated theoretically required quantity of bromine in acetic acid give 3-(4'-bromo-4-biphenylyl)-3-methyl-pyrazolidin-5-one. Starting materials: C(C)OC(C(C(=O)OCC)(C(C)C1=CC=CC2=CC=CC=C12)NC(C)=O)=O (2-acetylamino-2-[1-(1-naphthyl)ethyl]propanedioic acid diethyl ester), Cl (hydrochloric acid). Solvent: C(C)(=O)O (acetic acid). The product is NC(C(=O)O)C(C)C1=CC=CC2=CC=CC=C12 (2-amino-3-(1-naphthyl)butyric acid). The yield is 73.2%. RXN SMILES: C([O:3][C:4](=[O:27])[C:5]([NH:23]C(=O)C)([CH:11]([C:13]1[C:22]2[C:17](=[CH:18][CH:19]=[CH:20][CH:21]=2)[CH:16]=[CH:15][CH:14]=1)[CH3:12])C(OCC)=O)C.Cl>C(O)(=O)C>[NH2:23][CH:5]([CH:11]([C:13]1[C:22]2[C:17](=[CH:18][CH:19]=[CH:20][CH:21]=2)[CH:16]=[CH:15][CH:14]=1)[CH3:12])[C:4]([OH:27])=[O:3]. Procedure: A solution of 2-acetylamino-2-[1-(1-naphthyl)ethyl]propanedioic acid diethyl ester (21.59 g) in a mixture of concentrated hydrochloric acid (100 ml) and acetic acid (70 ml) was refluxed for 13 hours. The mixture was concentrated under reduced pressure and the residue was dissolved in water (100 ml). The soluiton was neutralized to pH 5 with 30% sodium hydroxide. The precipitated crystalline solid was collected by filtration to give 2-amino-3-(1-naphthyl)butyric acid (9.76 g). Reactants: IC(C)CC (2-iodobutane), C([O-])([O-])=O.[K+].[K+] (potassium carbonate), COC=1C=C2CCNCC2=CC1[N+](=O)[O-] (6-(methyloxy)-7-nitro-1,2,3,4-tetrahydroisoquinoline). Run in C(C)#N (acetonitrile). Run at temperature 65 celsius. The product is COC=1C=C2CCN(CC2=CC1[N+](=O)[O-])C(CC)C (6-(methyloxy)-2-(1-methylpropyl)-7-nitro-1,2,3,4-tetrahydro isoquinoline). The yield is 83.2%. RXN SMILES: [CH3:1][O:2][C:3]1[CH:4]=[C:5]2[C:10](=[CH:11][C:12]=1[N+:13]([O-:15])=[O:14])[CH2:9][NH:8][CH2:7][CH2:6]2.I[CH:17]([CH2:19][CH3:20])[CH3:18].C(=O)([O-])[O-].[K+].[K+]>C(#N)C>[CH3:1][O:2][C:3]1[CH:4]=[C:5]2[C:10](=[CH:11][C:12]=1[N+:13]([O-:15])=[O:14])[CH2:9][N:8]([CH:17]([CH3:18])[CH2:19][CH3:20])[CH2:7][CH2:6]2 |f:2.3.4|. Procedure details: 6-(methyloxy)-7-nitro-1,2,3,4-tetrahydroisoquinoline (222 mg, 1.07 mmol) was dissolved in acetonitrile (5 mL), treated with 2-iodobutane (0.40 mL, 3.5 mmol) and potassium carbonate (500 mg, 3.62 mmol, Aldrich). The mixture was heated at 65° C. for 16 h, cooled, and partitioned between ethyl acetate and water. The organic layer was separated, dried over magnesium sulfate, filtered, concentrated, and purified by chromatography on SiO2 (0 to 20% methanol/dichloromethane spiked with aqueous ammonia)...